From a dataset of the Open Reaction Database (ORD), a public repository of structured organic reaction records. describe an organic reaction: reactants, conditions, products, and yield Starting materials: BrCC(C)C (1-bromo-2-methylpropane), C([O-])([O-])=O.[K+].[K+] (potassium carbonate), [N+](=O)([O-])C1=CC=C(C=C1)O (4-nitrophenol). Run in CN(C=O)C (dimethylformamide). Run at temperature 100 celsius. Yields the product CC(COC1=CC=C(C=C1)[N+](=O)[O-])C (1-(2-methylpropoxy)-4-nitrobenzene). RXN SMILES: Br[CH2:2][CH:3]([CH3:5])[CH3:4].C(=O)([O-])[O-].[K+].[K+].[N+:12]([C:15]1[CH:20]=[CH:19][C:18]([OH:21])=[CH:17][CH:16]=1)([O-:14])=[O:13]>CN(C)C=O>[CH3:4][CH:3]([CH3:5])[CH2:2][O:21][C:18]1[CH:19]=[CH:20][C:15]([N+:12]([O-:14])=[O:13])=[CH:16][CH:17]=1 |f:1.2.3|. Procedure: 98.66 g (0.72 mol) of 1-bromo-2-methylpropane, 74.63 g (0.54 mol) of potassium carbonate and 250 ml of dimethylformamide are added to 50 g (0.36 mol) of 4-nitrophenol. The mixture is heated to 100° C. for 4 hours and then evaporated to dryness. The residue is taken up with 500 ml of 1N sodium hydroxide solution, and 200 ml of ether are added. The organic phase is recovered and washed successively three times with 100 ml of 1N sodium hydroxide, then three times with 200 ml of water and finally wi... The reactants are COC1=CC=C(C=C1)S (4-methoxy-benzenethiol), BrC1=C(C=CC=C1)I (1-bromo-2-iodo-benzene). Yields the product BrC1=C(C=CC=C1)SC1=CC=C(C=C1)OC (1-Bromo-2-(4-methoxy-phenylsulfanyl)-benzene). As a reaction SMILES: [CH3:1][O:2][C:3]1[CH:8]=[CH:7][C:6]([SH:9])=[CH:5][CH:4]=1.[Br:10][C:11]1[CH:16]=[CH:15][CH:14]=[CH:13][C:12]=1I>>[Br:10][C:11]1[CH:16]=[CH:15][CH:14]=[CH:13][C:12]=1[S:9][C:6]1[CH:7]=[CH:8][C:3]([O:2][CH3:1])=[CH:4][CH:5]=1. Reported procedure: Prepared from 4-methoxy-benzenethiol and 1-bromo-2-iodo-benzene.